Dataset: the Open Reaction Database (ORD), a public repository of structured organic reaction records. Task: describe an organic reaction: reactants, conditions, products, and yield Reactants: [OH-].[Na+] (Sodium hydroxide), COC(CN(C(C1=CC(=CC=C1)OCCCCCCCCCCCCCC)=O)CC(=O)OC)=O (N-(2-methoxy-2-oxoethyl)-N-[3-(tetradecyloxy)benzoyl]glycine methyl ester). Yields the product C(=O)(O)CN(CC(=O)O)C(C1=CC(=CC=C1)OCCCCCCCCCCCCCC)=O (N-(carboxymethyl)-N-[3-(tetradecyloxy)benzoyl]glycine). RXN SMILES: [OH-].[Na+].C[O:4][C:5](=[O:36])[CH2:6][N:7]([CH2:31][C:32]([O:34]C)=[O:33])[C:8](=[O:30])[C:9]1[CH:14]=[CH:13][CH:12]=[C:11]([O:15][CH2:16][CH2:17][CH2:18][CH2:19][CH2:20][CH2:21][CH2:22][CH2:23][CH2:24][CH2:25][CH2:26][CH2:27][CH2:28][CH3:29])[CH:10]=1>>[C:5]([CH2:6][N:7]([C:8](=[O:30])[C:9]1[CH:14]=[CH:13][CH:12]=[C:11]([O:15][CH2:16][CH2:17][CH2:18][CH2:19][CH2:20][CH2:21][CH2:22][CH2:23][CH2:24][CH2:25][CH2:26][CH2:27][CH2:28][CH3:29])[CH:10]=1)[CH2:31][C:32]([OH:34])=[O:33])([OH:36])=[O:4] |f:0.1|. Procedure details: Sodium hydroxide hydrolysis of N-(2-methoxy-2-oxoethyl)-N-[3-(tetradecyloxy)benzoyl]glycine methyl ester as in Example 4 gave N-(carboxymethyl)-N-[3-(tetradecyloxy)benzoyl]glycine, mp 96°-99°.